From a dataset of the Open Reaction Database (ORD), a public repository of structured organic reaction records. describe an organic reaction: reactants, conditions, products, and yield Reactants: CC(C)(C)OC(=O)NC1CC(N2Cc3[nH]nc(NC(=O)OCc4ccccc4)c3C2)CCC1c1cc(F)c(F)cc1F, CO, [OH-], [OH-], [Pd+2]. The product is CC(C)(C)OC(=O)NC1CC(N2Cc3[nH]nc(N)c3C2)CCC1c1cc(F)c(F)cc1F. As a reaction SMILES: [C:1]([CH3:2])([CH3:3])([CH3:4])[O:5][C:6](=[O:7])[NH:8][CH:9]1[CH2:10][CH:11]([N:24]2[CH2:25][c:26]3[nH:27][n:28][c:29]([NH:32][C:33](=[O:34])[O:35][CH2:36][c:37]4[cH:38][cH:39][cH:40][cH:41][cH:42]4)[c:30]3[CH2:31]2)[CH2:12][CH2:13][CH:14]1[c:15]1[c:16]([F:23])[cH:17][c:18]([F:22])[c:19]([F:21])[cH:20]1.[CH3:43][OH:44].[OH-:45].[OH-:47].[Pd+2:46]>>[C:1]([CH3:2])([CH3:3])([CH3:4])[O:5][C:6](=[O:7])[NH:8][CH:9]1[CH2:10][CH:11]([N:24]2[CH2:25][c:26]3[nH:27][n:28][c:29]([NH2:32])[c:30]3[CH2:31]2)[CH2:12][CH2:13][CH:14]1[c:15]1[c:16]([F:23])[cH:17][c:18]([F:22])[c:19]([F:21])[cH:20]1. Starting materials: O=C([O-])[O-], Oc1ccc(CN2CC3(COC3)C2)cc1, CC(C)(C)OC(=O)N1CC(OS(C)(=O)=O)C1, [Cs+], [Cs+], CN(C)C=O. Yields the product CC(C)(C)OC(=O)N1CC(Oc2ccc(CN3CC4(COC4)C3)cc2)C1. As a reaction SMILES: [C:16](=[O:17])([O-:18])[O-:19].[CH2:1]1[O:2][CH2:3][C:4]12[CH2:5][N:6]([CH2:8][c:9]1[cH:10][cH:11][c:12]([OH:15])[cH:13][cH:14]1)[CH2:7]2.[CH3:22][S:23]([O:24][CH:27]1[CH2:28][N:29]([C:31](=[O:32])[O:33][C:34]([CH3:35])([CH3:36])[CH3:37])[CH2:30]1)(=[O:25])=[O:26].[Cs+:20].[Cs+:21].[O:38]=[CH:39][N:40]([CH3:41])[CH3:42]>>[CH2:1]1[O:2][CH2:3][C:4]12[CH2:5][N:6]([CH2:8][c:9]1[cH:10][cH:11][c:12]([O:15][CH:27]3[CH2:28][N:29]([C:31](=[O:32])[O:33][C:34]([CH3:35])([CH3:36])[CH3:37])[CH2:30]3)[cH:13][cH:14]1)[CH2:7]2. Reactants: CO, CC1(C)CN(C(=O)OCc2ccccc2)CCC1N. The product is CC1(C)CNCCC1N. As a reaction SMILES: [CH3:20][OH:21].[NH2:1][CH:2]1[C:3]([CH3:18])([CH3:19])[CH2:4][N:5]([C:8]([O:9][CH2:10][c:11]2[cH:12][cH:13][cH:14][cH:15][cH:16]2)=[O:17])[CH2:6][CH2:7]1>>[NH2:1][CH:2]1[C:3]([CH3:18])([CH3:19])[CH2:4][NH:5][CH2:6][CH2:7]1. Reactants: C1(CCCCC1)CN (cyclohexylmethylamine), C(CC)NCC(CNC(=O)C=1C=C2C=C(NC2=CC1)N1CCC(CC1)CC1=CC=CC=C1)O (N-{3-n-propylamino-2-hydroxypropyl}-4-benzylpiperidinyl indole-5-carboxamide). The product is C1(CCCCC1)CNCC(CNC(=O)C=1C=C2C=C(NC2=CC1)N1CCC(CC1)CC1=CC=CC=C1)O (N-(3-cyclohexylmethylamino-2-hydroxypropyl)-4-benzylpiperidinyl-indole-5-carboxamide). As a reaction SMILES: [CH:1]1([CH2:7][NH2:8])[CH2:6][CH2:5][CH2:4][CH2:3][CH2:2]1.C(N[CH2:13][CH:14]([OH:41])[CH2:15][NH:16][C:17]([C:19]1[CH:20]=[C:21]2[C:25](=[CH:26][CH:27]=1)[NH:24][C:23]([N:28]1[CH2:33][CH2:32][CH:31]([CH2:34][C:35]3[CH:40]=[CH:39][CH:38]=[CH:37][CH:36]=3)[CH2:30][CH2:29]1)=[CH:22]2)=[O:18])CC>>[CH:1]1([CH2:7][NH:8][CH2:13][CH:14]([OH:41])[CH2:15][NH:16][C:17]([C:19]2[CH:20]=[C:21]3[C:25](=[CH:26][CH:27]=2)[NH:24][C:23]([N:28]2[CH2:29][CH2:30][CH:31]([CH2:34][C:35]4[CH:40]=[CH:39][CH:38]=[CH:37][CH:36]=4)[CH2:32][CH2:33]2)=[CH:22]3)=[O:18])[CH2:6][CH2:5][CH2:4][CH2:3][CH2:2]1. Procedure: substituting propylamine for cyclohexylmethylamine, N-{3-n-propylamino-2-hydroxypropyl}-4-benzylpiperidinyl indole-5-carboxamide: